From a dataset of the Open Reaction Database (ORD), a public repository of structured organic reaction records. describe an organic reaction: reactants, conditions, products, and yield Reactants: ClC=1C=C(C=C2C=C(C(OC12)C(F)(F)F)C(=O)O)C#C (8-chloro-6-ethynyl-2-(trifluoromethyl)-2H-chromene-3-carboxylic acid), [OH-].[Na+] (NaOH), acetylenic, resultant mixture. Solvent: C(C)O (ethanol). Yields the product ClC=1C=C(C=C2C=C(C(OC12)C(F)(F)F)C(=O)[O-])C#C.[Na+] (Sodium 8-chloro-6-ethynyl-2-(trifluoromethyl)-2H-chromene-3-carboxylate). Reaction SMILES: [Cl:1][C:2]1[CH:3]=[C:4]([C:19]#[CH:20])[CH:5]=[C:6]2[C:11]=1[O:10][CH:9]([C:12]([F:15])([F:14])[F:13])[C:8]([C:16]([OH:18])=[O:17])=[CH:7]2.[OH-].[Na+:22]>C(O)C>[Cl:1][C:2]1[CH:3]=[C:4]([C:19]#[CH:20])[CH:5]=[C:6]2[C:11]=1[O:10][CH:9]([C:12]([F:14])([F:15])[F:13])[C:8]([C:16]([O-:18])=[O:17])=[CH:7]2.[Na+:22] |f:1.2,4.5|. Procedure details: A solution of 56.5 mg (0.187 mmole) of 8-chloro-6-ethynyl-2-(trifluoromethyl)-2H-chromene-3-carboxylic acid in 1.5 mL of ethanol was treated with 1.85 mL of 0.1008N NaOH. The resultant mixture was lyophilized to provide 59 mg (quant.) of an off-white solid: 1H NMR (CD3OD/400 MHz) 5.97 (q, 1H, J=7.0 Hz), 7.31 (d, 1H, J=1.7 Hz), 7.39 (s, 1 H), 7.41 (d, 1H, J=1.9 Hz), the acetylenic proton exchanges under the basic conditions; MS (ES+) 303 (M+l, 100).